From a dataset of the Open Reaction Database (ORD), a public repository of structured organic reaction records. describe an organic reaction: reactants, conditions, products, and yield Product: C(C=C)C1=C(C(=O)OC)C=C(C(=C1)F)F (methyl 2-allyl-4,5-difluorobenzoate). Solvent: CN(C)C=O (DMF), C(C)#N (acetonitrile). Reagents/catalysts: Cl[Pd]([P](C1=CC=CC=C1)(C2=CC=CC=C2)C3=CC=CC=C3)([P](C4=CC=CC=C4)(C5=CC=CC=C5)C6=CC=CC=C6)Cl (bis(triphenylphosphine)palladium(ii) dichloride). Reaction conditions: temperature 90 celsius. Yield: 78.1%. The reactants are BrC1=C(C(=O)OC)C=C(C(=C1)F)F (methyl 2-bromo-4,5-difluorobenzoate), C(C=C)[Sn](CCCC)(CCCC)CCCC (allyltributylstannane), [Cl-].[Li+] (lithium chloride). As a reaction SMILES: Br[C:2]1[CH:11]=[C:10]([F:12])[C:9]([F:13])=[CH:8][C:3]=1[C:4]([O:6][CH3:7])=[O:5].[CH2:14]([Sn](CCCC)(CCCC)CCCC)[CH:15]=[CH2:16].[Cl-].[Li+]>CN(C=O)C.C(#N)C.Cl[Pd](Cl)([P](C1C=CC=CC=1)(C1C=CC=CC=1)C1C=CC=CC=1)[P](C1C=CC=CC=1)(C1C=CC=CC=1)C1C=CC=CC=1>[CH2:16]([C:2]1[CH:11]=[C:10]([F:12])[C:9]([F:13])=[CH:8][C:3]=1[C:4]([O:6][CH3:7])=[O:5])[CH:15]=[CH2:14] |f:2.3,^1:42,61|. Reported procedure: A mixture of methyl 2-bromo-4,5-difluorobenzoate (0.5 g, 1.992 mmol), allyltributylstannane (0.679 mL, 2.191 mmol), lithium chloride (0.169 g, 3.98 mmol) in DMF (1 mL), acetonitrile (10 mL) was added bis(triphenylphosphine)palladium(ii) dichloride (0.070 g, 0.100 mmol). It was then degassed for 2 min, then filled with N2. After heating at 90° C. for 16 h, it was quenched with NH4Cl, extracted with EtOAc. The organic layer was washed with KF solution for 5 times, then dried over MgSO4, filtered a...